This data is from the Open Reaction Database (ORD), a public repository of structured organic reaction records. The task is: describe an organic reaction: reactants, conditions, products, and yield Reactants: C(#N)C=1C=C(C(=O)OCC)C=CC1OCC(C)C (Ethyl 3-cyano-4-isobutyloxybenzoate), [OH-].[Na+] (sodium hydroxide). Run in C(C)O (ethanol), C1CCOC1 (THF). Reaction conditions: temperature 30 celsius, time 4 hour. Product: C(#N)C=1C=C(C(=O)O)C=CC1CC(C)C (3-Cyano-4-isobutylbenzoic acid). Yield: 212.9%. Reaction SMILES: [C:1]([C:3]1[CH:4]=[C:5]([CH:11]=[CH:12][C:13]=1OCC(C)C)[C:6]([O:8]CC)=[O:7])#[N:2].[OH-].[Na+]>C(O)C.C1COCC1>[C:1]([C:3]1[CH:4]=[C:5]([CH:11]=[CH:12][C:13]=1[CH2:1][CH:3]([CH3:4])[CH3:13])[C:6]([OH:8])=[O:7])#[N:2] |f:1.2|. Reported procedure: Ethyl 3-cyano-4-isobutyloxybenzoate (20.0 g, 80.9 mmol) was dissolved in a mixture of ethanol (100 mL) and THF (100 mL). Aqueous 2M sodium hydroxide (45 mL, 90.0 mmol) was added to the resulting solution, and the mixture was stirred at 30° C. for 4 hours. The solvent was distilled off under reduced pressure. Water (100 mL) was added to the residue and further aqueous 2M hydrochloric acid to obtain an aqueous mixture of pH 1. The precipitated crystalline product was collected by filtration, washe... Starting materials: C(#N)C=1C=C2C(=CC1)NCC21CN(CC1)C(=O)OC(C)(C)C (t-Butyl 5-cyanospiro[indoline-3,3′-pyrrolidine]-1′-carboxylate), CN.O1CCCC1 (methylamine tetrahydrofuran), ClC(C(=O)OCC)=O (ethyl chloroglyoxylate), Cl.NC=1SC(=CN1)F (2-amino-5-fluorothiazole hydrochloride). The product is ClC=1C=C2C(=CC1)N(CC21CN(CC1)C(C(=O)NC)=O)C(=O)NC=1SC(=CN1)F (5-Chloro-N-(5-fluorothiazol-2-yl)-1′-(2-(methylamino)-2-oxoacetyl)spiro[indoline-3,3′-pyrrolidine]-1-carboxamide). Reaction SMILES: C([C:3]1[CH:4]=[C:5]2[C:11]3([CH2:15][CH2:14][N:13]([C:16]([O:18]C(C)(C)C)=O)[CH2:12]3)[CH2:10][NH:9][C:6]2=[CH:7][CH:8]=1)#N.Cl[C:24](=[O:30])C(OCC)=O.[ClH:31].[NH2:32][C:33]1[S:34][C:35]([F:38])=[CH:36][N:37]=1.[CH3:39][NH2:40].[O:41]1[CH2:45]CCC1>>[Cl:31][C:3]1[CH:4]=[C:5]2[C:11]3([CH2:15][CH2:14][N:13]([C:16](=[O:18])[C:45]([NH:40][CH3:39])=[O:41])[CH2:12]3)[CH2:10][N:9]([C:24]([NH:32][C:33]3[S:34][C:35]([F:38])=[CH:36][N:37]=3)=[O:30])[C:6]2=[CH:7][CH:8]=1 |f:2.3,4.5|. Procedure details: (t-Butyl 5-cyanospiro[indoline-3,3′-pyrrolidine]-1′-carboxylate, ethyl chloroglyoxylate, 2-amino-5-fluorothiazole hydrochloride, and a solution of methylamine-tetrahydrofuran) Starting materials: [O-]C#N.[K+] (potassium cyanate), NCC(=O)C1=CC=CC=C1 (2-Aminoacetophenone), Cl (HCl), [O-]C#N.[K+] (Potassium cyanate). Solvent: O (water). Run at temperature 70 celsius, time 4 hour. The product is C1(=CC=CC=C1)C=1NC(NC1)=O (4-phenyl-1,3-dihydro-2-imidazolone). The yield is 70.8%. As a reaction SMILES: [NH2:1][CH2:2][C:3]([C:5]1[CH:10]=[CH:9][CH:8]=[CH:7][CH:6]=1)=O.[O-:11][C:12]#[N:13].[K+].Cl>O>[C:5]1([C:3]2[NH:13][C:12](=[O:11])[NH:1][CH:2]=2)[CH:10]=[CH:9][CH:8]=[CH:7][CH:6]=1 |f:1.2|. Reported procedure: 2-Aminoacetophenone (5.6 g, 32.65 mmol) was dissolved in 200 ml of water in a three necked flask equipped with a thermometer and was heated up to 70° C. Potassium cyanate (2.9 g, 35.92 mmol) was added in several portions at 70° C. while the pH of the reaction solution was maintained in the range of 1 to 3 by the continuous addition of conc. HCl. After the addition of potassium cyanate was completed, the reaction mixture was stirred at 70° C. for 4 hours and left at room temperature overnight. Th... Reactants: Cl.CO (hydrogen chloride methanol), OC1=CC2=C(C(C=CO2)=O)C=C1 (7-hydroxy-4(4H)-benzopyranone), C(C)OC=1C=C(C=O)C=CC1OCC (3,4-diethoxybenzaldehyde). Run in O (water). Run at time 72 hour. Product: C(C)OC=1C=C(C=CC1OCC)C=C1COC2=C(C1=O)C=CC(=C2)O (3-[(3,4-diethoxyphenyl)methylene]-7-hydroxy-4(4H)-benzopyranone). As a reaction SMILES: Cl.CO.[OH:4][C:5]1[CH:15]=[CH:14][C:8]2[C:9](=[O:13])[CH:10]=[CH:11][O:12][C:7]=2[CH:6]=1.[CH2:16]([O:18][C:19]1[CH:20]=[C:21]([CH:24]=[CH:25][C:26]=1[O:27][CH2:28][CH3:29])[CH:22]=O)[CH3:17]>O>[CH2:16]([O:18][C:19]1[CH:20]=[C:21]([CH:22]=[C:10]2[C:9](=[O:13])[C:8]3[CH:14]=[CH:15][C:5]([OH:4])=[CH:6][C:7]=3[O:12][CH2:11]2)[CH:24]=[CH:25][C:26]=1[O:27][CH2:28][CH3:29])[CH3:17] |f:0.1|. Procedure details: After a saturated hydrogen chloride-methanol solution 20 ml was added to 7-hydroxy-4(4H)-benzopyranone 1.0 g and 3,4-diethoxybenzaldehyde 1.58 ml, the mixture was srtirred for 72 hours, water 100 ml was added, and the precipitated crystals were filtered. The crystals were added to methanol 60 ml of 55° C., and the mixture was stirred for 15 minutes and filtered. The resulting crystals were dried over phosphorous pentoxide for four hours under reduced pressure to obtain the desired compound 0.762... The reactants are M−indole, C1=CC=CC2=NC=C3C=CC=CC3=C12 (phenanthridine), FC=1C=C(C(=O)Cl)C=CC1 (3-fluorobenzoyl chloride), N1C=CC2=CC=CC=C12 (indole). Product: FC=1C=C(C=CC1)C(=O)N1C=2C=CC=CC2C2=CC=CC=C2C1C1=CNC2=CC=CC=C12 ((3-Fluoro-phenyl)-[6-(1H-indol-3-yl)-6H-phenanthridin-5-yl]-methanone). Reaction SMILES: [CH:1]1[C:14]2[C:5](=[N:6][CH:7]=[C:8]3[C:13]=2[CH:12]=[CH:11][CH:10]=[CH:9]3)[CH:4]=[CH:3][CH:2]=1.[F:15][C:16]1[CH:17]=[C:18]([CH:22]=[CH:23][CH:24]=1)[C:19](Cl)=[O:20].[NH:25]1[C:33]2[C:28](=[CH:29][CH:30]=[CH:31][CH:32]=2)[CH:27]=[CH:26]1>>[F:15][C:16]1[CH:17]=[C:18]([C:19]([N:6]2[CH:7]([C:27]3[C:28]4[C:33](=[CH:32][CH:31]=[CH:30][CH:29]=4)[NH:25][CH:26]=3)[C:8]3[C:13](=[CH:12][CH:11]=[CH:10][CH:9]=3)[C:14]3[CH:1]=[CH:2][CH:3]=[CH:4][C:5]2=3)=[O:20])[CH:22]=[CH:23][CH:24]=1. Procedure: (3-Fluoro-phenyl)-[6-(1H-indol-3-yl)-6H-phenanthridin-5-yl]-methanone was prepared from phenanthridine, 3-fluorobenzoyl chloride, and indole according to GP 2. Yield, 41%. 1H-NMR (DMSO-d6): δ=6.21 (d, J=1.9 Hz, 1H), 6.41 (s, br., 1H), 6.84 (t, J=7.5 Hz, 1H), 6.96 (d, J=7.5 Hz, 1H), 6.99-7.11 (m, 3H), 7.14 (ddd, J=J=7.7 Hz, J=0.8 Hz, 1H), 7.17-7.35 (m, 4H), 7.43 (ddd, J=J=7.4 Hz, J=1.1 Hz, 1H), 7.54 (“t”, J=7.2 Hz, 2H), 7.85 (“d”, J=7 Hz, 1H), 7.97 (dd, J=7.9 Hz, J=1.2 Hz, 1H), 8.11 (d, J=7.5 Hz,... Starting materials: C(#N)C(CC1=CC=C(C=C1)CN1C(=NC=2C1=NC=CC2C)CCC)C2=CC=CC=C2 (3-[4-(2-cyano-2-phenylethyl)phenyl]methyl-7-methyl-2-propyl-3H-imidazo[4,5-b]pyridine), C[Sn](C)(C)N=[N+]=[N-] (trimethylstannyl azide). Run in C1(=CC=CC=C1)C (toluene). Product: CC1=C2C(=NC=C1)N(C(=N2)CCC)CC2=CC=C(C=C2)CC(C2=NN=NN2)C2=CC=CC=C2 (7-Methyl-2-propyl-3-[4-(2-phenyl-2-(tetrazol-5-yl)ethyl)phenyl]methyl-3H-imidazo[4,5-b]pyridine). The yield is 37.3%. As a reaction SMILES: [C:1]([CH:3]([C:25]1[CH:30]=[CH:29][CH:28]=[CH:27][CH:26]=1)[CH2:4][C:5]1[CH:10]=[CH:9][C:8]([CH2:11][N:12]2[C:16]3=[N:17][CH:18]=[CH:19][C:20]([CH3:21])=[C:15]3[N:14]=[C:13]2[CH2:22][CH2:23][CH3:24])=[CH:7][CH:6]=1)#[N:2].C[Sn]([N:35]=[N+:36]=[N-:37])(C)C>C1(C)C=CC=CC=1>[CH3:21][C:20]1[CH:19]=[CH:18][N:17]=[C:16]2[N:12]([CH2:11][C:8]3[CH:7]=[CH:6][C:5]([CH2:4][CH:3]([C:25]4[CH:26]=[CH:27][CH:28]=[CH:29][CH:30]=4)[C:1]4[NH:37][N:36]=[N:35][N:2]=4)=[CH:10][CH:9]=3)[C:13]([CH2:22][CH2:23][CH3:24])=[N:14][C:15]=12. Reported procedure: To a solution of the product of the product of Step E (46 mg, 0.12 mmol) in toluene (2 mL) was added 29 mg (0.14 mmol) of trimethylstannyl azide and the reaction mixture was refluxed for 24 hours. The reaction mixture was concentrated in vacuo. The residue was dissolved in THF and treated with 12N HCl (5 drops) for 5 minutes at room temperature. The mixture was concentrated in vacuo and purified on a silica gel flash chromatography column eluted with CHCl3 /MeOH/NH4OH (80:20:2) to afford 19.6 mg... Starting materials: C(CCC)[Li].CCCCCC (n-butyllithium hexane), BrC1=C(C=CC=C1)C (2-bromotoluene), [Cl-].[NH4+] (ammonium chloride), C(O)([O-])=O.[Na+] (sodium hydrogencarbonate), C(C1=CC=CC=C1)N1CCC(CC1)=O (1-benzyl-4-piperidone). The solvent is O1CCCC1 (tetrahydrofuran), O1CCCC1 (Tetrahydrofuran). Conditions: temperature -78 celsius, time 30 minute. The product is C(C1=CC=CC=C1)N1CCC(CC1)(O)C1=C(C=CC=C1)C (1-benzyl-4-o-tolylpiperidin-4-ol). As a reaction SMILES: C([Li])CCC.CCCCCC.Br[C:13]1[CH:18]=[CH:17][CH:16]=[CH:15][C:14]=1[CH3:19].[CH2:20]([N:27]1[CH2:32][CH2:31][C:30](=[O:33])[CH2:29][CH2:28]1)[C:21]1[CH:26]=[CH:25][CH:24]=[CH:23][CH:22]=1.[Cl-].[NH4+].C(=O)([O-])O.[Na+]>O1CCCC1>[CH2:20]([N:27]1[CH2:32][CH2:31][C:30]([C:13]2[CH:18]=[CH:17][CH:16]=[CH:15][C:14]=2[CH3:19])([OH:33])[CH2:29][CH2:28]1)[C:21]1[CH:22]=[CH:23][CH:24]=[CH:25][CH:26]=1 |f:0.1,4.5,6.7|. Procedure: In a nitrogen atmosphere, 75 mL of 1.50 M n-butyllithium/hexane solution was dropwise added to tetrahydrofuran (100 mL) solution of 12 mL of 2-bromotoluene at −78° C., and stirred at −78° C. for 30 minutes. Tetrahydrofuran (50 mL) solution of 18.5 mL of 1-benzyl-4-piperidone was dropwise added to the reaction liquid, and stirred at room temperature for 4 hours. Aqueous saturated ammonium chloride solution and aqueous saturated sodium hydrogencarbonate solution were added in that order to the rea...